This data is from the Open Reaction Database (ORD), a public repository of structured organic reaction records. The task is: describe an organic reaction: reactants, conditions, products, and yield The reactants are C1(=CC=CC=C1)C1=C2C(=CC3=CC=CC=C13)C(=O)OC2=O (1-phenylnaphthalene-2,3-dicarboxylic anhydride), NN (hydrazine), N-amino. The product is C1(N=NC(C2=CC=CC=C12)=O)=O (phthalazine-1,4-dione). Reaction SMILES: C1([C:7]2[C:16]3[C:11](=CC=CC=3)[CH:10]=[C:9]3[C:17](O[C:20](=[O:21])[C:8]=23)=[O:18])C=CC=CC=1.[NH2:22][NH2:23]>>[C:17]1(=[O:18])[C:9]2[C:8](=[CH:7][CH:16]=[CH:11][CH:10]=2)[C:20](=[O:21])[N:23]=[N:22]1. Procedure: Later it was found (F. G. Baddar, M. F. El-Newaihy and M. R. Salem, J. Chem. Soc. 838, 1969) that in the reaction of 1-phenylnaphthalene-2,3-dicarboxylic anhydride (R=H in formula (XXX)) ##STR5## with hydrazine that a mixture of the N-amino compound and the phthalazine-1,4-dione were obtained. The 4'-7-dimethoxy anhydride (R=OMe) however gave the N-amino compound. The reactants are O=C([O-])O, CCCI, COC(=O)CCCCCOc1ccc2nc(S)n(-c3ccccc3)c2c1, CN(C)C=O, [K+]. Yields the product CCCSc1nc2ccc(OCCCCCC(=O)OC)cc2n1-c1ccccc1. RXN SMILES: [C:31](=[O:32])([O-:33])[OH:34].[CH2:27]([CH2:28][CH3:29])[I:30].[CH3:1][O:2][C:3]([CH2:4][CH2:5][CH2:6][CH2:7][CH2:8][O:9][c:10]1[cH:11][cH:12][c:13]2[c:14]([n:15](-[c:19]3[cH:20][cH:21][cH:22][cH:23][cH:24]3)[c:16]([SH:18])[n:17]2)[cH:25]1)=[O:26].[CH3:36][N:37]([CH3:38])[CH:39]=[O:40].[K+:35]>>[CH3:1][O:2][C:3]([CH2:4][CH2:5][CH2:6][CH2:7][CH2:8][O:9][c:10]1[cH:11][cH:12][c:13]2[c:14]([n:15](-[c:19]3[cH:20][cH:21][cH:22][cH:23][cH:24]3)[c:16]([S:18][CH2:27][CH2:28][CH3:29])[n:17]2)[cH:25]1)=[O:26]. Reactants: CCOC(=O)C (EtOAc), CC1(OB(OC1(C)C)C=1C=CC2=C(C(NCCO2)=O)C1)C (7-(4,4,5,5-tetramethyl-1,3,2-dioxaborolan-2-yl)-3,4-dihydrobenzo[f][1,4]oxazepin-5(2H)-one), BrC1=CC(N(C=C1)C)=O (4-bromo-1-methylpyridin-2(1H)-one), C([O-])([O-])=O.[Cs+].[Cs+] (cesium carbonate). The reagents and catalysts are C1(=CC=CC=C1)P([C-]1C=CC=C1)C1=CC=CC=C1.[C-]1(C=CC=C1)P(C1=CC=CC=C1)C1=CC=CC=C1.[Fe+2] (1,1′-Bis(diphenylphosphino)ferrocene), Cl[Pd]Cl (dichloropalladium). Solvent: CN(C)C=O (DMF), O (water). Conditions: temperature 85 celsius. Product: O1CCNC(C2=C1C=CC=C2)=O (3,4-dihydrobenzo[f][1,4]oxazepin-5(2H)-one). Reaction SMILES: CC1(C)C(C)(C)OB([C:9]2[CH:10]=[CH:11][C:12]3[O:18][CH2:17][CH2:16][NH:15][C:14](=[O:19])[C:13]=3[CH:20]=2)O1.BrC1C=CN(C)C(=O)C=1.C(=O)([O-])[O-].[Cs+].[Cs+].CCOC(C)=O>CN(C=O)C.O.C1(P(C2C=CC=CC=2)[C-]2C=CC=C2)C=CC=CC=1.[C-]1(P(C2C=CC=CC=2)C2C=CC=CC=2)C=CC=C1.[Fe+2].Cl[Pd]Cl>[O:18]1[C:12]2[CH:11]=[CH:10][CH:9]=[CH:20][C:13]=2[C:14](=[O:19])[NH:15][CH2:16][CH2:17]1 |f:2.3.4,8.9.10|. Reported procedure: A mixture of 7-(4,4,5,5-tetramethyl-1,3,2-dioxaborolan-2-yl)-3,4-dihydrobenzo[f][1,4]oxazepin-5(2H)-one (200 mg, 0.69 mmol), 4-bromo-1-methylpyridin-2(1H)-one (156 mg, 0.83 mmol), cesium carbonate (674 mg, 2.07 mmol), 1,1′-Bis(diphenylphosphino)ferrocene]dichloropalladium (49 mg, 0.069 mmol) was dissolved in a degassed mixture of DMF and water 3/1.5 (4.5 mL). The mixture was heated in microwave at 85° C. for 40 min. The mixture was poured into EtOAc and washed with water and brine. The organic l... The reactants are Br, Br, CC(=O)c1[nH]c(C)nc1C. Product: Cc1nc(C)c(C(=O)CBr)[nH]1. RXN SMILES: [Br:11].[BrH:12].[C:1]([CH3:2])(=[O:3])[c:4]1[c:5]([CH3:10])[n:6][c:7]([CH3:9])[nH:8]1>>[C:1]([CH2:2][Br:12])(=[O:3])[c:4]1[c:5]([CH3:10])[n:6][c:7]([CH3:9])[nH:8]1. The reactants are N(=O)[O-].[Na+] (sodium nitrite), CN1N=C(N=C1C)C1=CC=2N(C=C1)C=C(N2)NC(=O)NCC (1-[7-(1,5-dimethyl-1H-[1,2,4]triazol-3-yl)-imidazo[1,2-a]pyridin-2-yl]-3-ethyl-urea), Cl (hydrogen chloride), NC(=O)N (urea), hydrochloride salt, C([O-])(O)=O.[Na+] (sodium bicarbonate). The solvent is C(C)(=O)OCC (ethyl acetate), O (water). Reaction conditions: temperature 5 celsius, time 30 minute. The product is CN1N=C(N=C1C1=CC=2N(C=C1)C=C(N2)NC(=O)NCC)C (1-[7-(2,5-dimethyl-2H-[1,2,4]triazol-3-yl)-imidazo[1,2-a]pyridin-2-yl]-3-ethyl-urea). The yield is 40.8%. As a reaction SMILES: C[N:2]1[C:6]([CH3:7])=[N:5][C:4]([C:8]2[CH:13]=[CH:12][N:11]3[CH:14]=[C:15]([NH:17][C:18]([NH:20][CH2:21][CH3:22])=[O:19])[N:16]=[C:10]3[CH:9]=2)=[N:3]1.Cl.N([O-])=O.[Na+].N[C:29](N)=O.C(=O)(O)[O-].[Na+]>O.C(OCC)(=O)C>[CH3:29][N:3]1[C:4]([C:8]2[CH:13]=[CH:12][N:11]3[CH:14]=[C:15]([NH:17][C:18]([NH:20][CH2:21][CH3:22])=[O:19])[N:16]=[C:10]3[CH:9]=2)=[N:5][C:6]([CH3:7])=[N:2]1 |f:2.3,5.6|. Procedure details: A mixture of finely powdered amine (5) (4.00 g, 0.014 mol) and 4 N hydrogen chloride (400 mL) was stirred vigorously at 23° C. for 30 min, by which time the hydrochloride salt had precipitated out as a yellow solid. The mixture was cooled to 5° C. and a solution of sodium nitrite (1.46 g, 0.021 mol) in water (5 mL) was added drop wise. The mixture was stirred at this temperature for 30 min, then urea (0.59 g, 9.91 mmol) was added. The mixture was stirred at 23° C. for a further 1 h, then basifie... Starting materials: Cc1ccc(S(=O)(=O)N=S2(=O)CCCS(=O)(=O)C2)cc1, O=S(=O)(O)O. Product: N=S1(=O)CCCS(=O)(=O)C1. RXN SMILES: [S:1]([c:2]1[cH:3][cH:4][c:5]([CH3:6])[cH:7][cH:8]1)(=[O:9])(=[O:10])[N:11]=[S:12]1(=[O:20])[CH2:13][S:14](=[O:18])(=[O:19])[CH2:15][CH2:16][CH2:17]1.[S:21](=[O:22])(=[O:23])([OH:24])[OH:25]>>[NH:11]=[S:12]1(=[O:20])[CH2:13][S:14](=[O:18])(=[O:19])[CH2:15][CH2:16][CH2:17]1. Starting materials: CC(=O)C (acetone), CO (methanol), C1(CC1)C(=O)C1=CC=C(C=C1)SC (cyclopropyl (4-methylthiophenyl)ketone), [BH4-].[Na+] (sodium borohydride). Run in C(Cl)(Cl)Cl (chloroform). Reaction conditions: time 2 hour. The product is C1(CC1)C(C1=CC=C(C=C1)SC)O (1-(cyclopropyl, hydroxylmethyl)-4-methylthiobenzene). The yield is 74.2%. As a reaction SMILES: CO.[CH:3]1([C:6]([C:8]2[CH:13]=[CH:12][C:11]([S:14][CH3:15])=[CH:10][CH:9]=2)=[O:7])[CH2:5][CH2:4]1.[BH4-].[Na+].CC(C)=O>C(Cl)(Cl)Cl>[CH:3]1([CH:6]([OH:7])[C:8]2[CH:9]=[CH:10][C:11]([S:14][CH3:15])=[CH:12][CH:13]=2)[CH2:4][CH2:5]1 |f:2.3|. Procedure details: To 200 ml of methanol solution containing 24 g of cyclopropyl (4-methylthiophenyl)ketone was added slowly 9.4 g of sodium borohydride under an ice-cooled condition, the reaction mixture was stirred for 2 hours. Then an adequate amount of acetone was added to the reaction mixture and concentrated under a reduced pressure. To the residue thus obtained was added chloroform, and the chloroform solution was washed with water, dried with anhydrous sodium sulfate, and the solvent was removed by evapora...